Dataset: the Open Reaction Database (ORD), a public repository of structured organic reaction records. Task: describe an organic reaction: reactants, conditions, products, and yield Starting materials: C(=O)([O-])[O-].[K+].[K+] (K2CO3), IC (iodomethane), FC1=C(C=CC=C1)N1N(C(=CC1=O)C)C (2-(2-Fluorophenyl)-1,5-dimethyl-1H-pyrazol-3(2H)-one), FC1=C(C=CC=C1)N1NC(=CC1=O)C (2-(2-fluorophenyl)-5-methyl-1H-pyrazol-3(2H)-one), IC (iodomethane). The solvent is C1CCOC1 (THF). Conditions: temperature 65 celsius, time 30 minute. Yields the product NC=1C(N(N(C1C)C)C1=C(C=CC=C1)F)=O (4-Amino-2-(2-fluorophenyl)-1,5-dimethyl-1H-pyrazol-3(2H)-one). RXN SMILES: [F:1][C:2]1[CH:7]=[CH:6][CH:5]=[CH:4][C:3]=1[N:8]1[C:12](=[O:13])[CH:11]=[C:10]([CH3:14])[N:9]1[CH3:15].FC1C=CC=CC=1[N:23]1C(=O)C=C(C)N1.IC.C([O-])([O-])=O.[K+].[K+]>C1COCC1>[NH2:23][C:11]1[C:12](=[O:13])[N:8]([C:3]2[CH:4]=[CH:5][CH:6]=[CH:7][C:2]=2[F:1])[N:9]([CH3:15])[C:10]=1[CH3:14] |f:3.4.5|. Procedure details: 2-(2-Fluorophenyl)-1,5-dimethyl-1H-pyrazol-3(2H)-one To a solution of 2-(2-fluorophenyl)-5-methyl-1H-pyrazol-3(2H)-one (500 g, 2602 mmol) in THF (2500 ml) heated to 58° C. was added iodomethane (163 ml) dropwise over 15 mins and the mixture was stirred at 65° C. for 30 mins. K2CO3 (198 g) was added over 20 mins and stirred for 16 hrs. Further iodomethane (16.3 ml) was added and stirring continued for 1 hr. The resulting mixture was cooled to 0° C., filtered and washed with THF (50 ml). The filtr... The reactants are BrB(Br)Br, COc1cc(Cl)c2nc(-c3ccc(O)cc3)oc2c1, ClCCl. Product: Oc1ccc(-c2nc3c(Cl)cc(O)cc3o2)cc1. As a reaction SMILES: [B:20]([Br:21])([Br:22])[Br:23].[Cl:1][c:2]1[cH:3][c:4]([O:18][CH3:19])[cH:5][c:6]2[c:7]1[n:8][c:9](-[c:11]1[cH:12][cH:13][c:14]([OH:17])[cH:15][cH:16]1)[o:10]2.[Cl:24][CH2:25][Cl:26]>>[Cl:1][c:2]1[cH:3][c:4]([OH:18])[cH:5][c:6]2[c:7]1[n:8][c:9](-[c:11]1[cH:12][cH:13][c:14]([OH:17])[cH:15][cH:16]1)[o:10]2. Procedure details: 2-(4′-Bromo-biphenyl-4-yloxymethyl)-thiazole-4-carboxylic acid was prepared using general procedure B from 4-bromo-4′-hydroxybiphenyl (available from TCI America, Portland, Oreg.) and 2-bromomethyl-thiazole-4-carboxylic acid ethyl ester (Intermediate 3). Yield: 82 mg. Mass spectrum (ES) MH+=390. Reactants: BrC1=CC=C(C=C1)C1=CC=C(C=C1)O (4-bromo-4′-hydroxybiphenyl), C(C)OC(=O)C=1N=C(SC1)CBr (2-bromomethyl-thiazole-4-carboxylic acid ethyl ester), C(C)OC(=O)C=1N=C(SC1)CBr (2-bromomethyl-thiazole-4-carboxylic acid ethyl ester). The product is BrC1=CC=C(C=C1)C1=CC=C(C=C1)OCC=1SC=C(N1)C(=O)O (2-(4′-Bromo-biphenyl-4-yloxymethyl)-thiazole-4-carboxylic acid). RXN SMILES: [Br:1][C:2]1[CH:7]=[CH:6][C:5]([C:8]2[CH:13]=[CH:12][C:11]([OH:14])=[CH:10][CH:9]=2)=[CH:4][CH:3]=1.C([O:17][C:18]([C:20]1[N:21]=[C:22]([CH2:25]Br)[S:23][CH:24]=1)=[O:19])C>>[Br:1][C:2]1[CH:3]=[CH:4][C:5]([C:8]2[CH:13]=[CH:12][C:11]([O:14][CH2:25][C:22]3[S:23][CH:24]=[C:20]([C:18]([OH:19])=[O:17])[N:21]=3)=[CH:10][CH:9]=2)=[CH:6][CH:7]=1. Reactants: BrC1=CC(=CC=2N=C(SC21)NC(NCC)=O)C=2C=NC(=NC2)N2CCC(CC2)(C(=O)OCC)C (Ethyl 1-[5-[7-bromo-2-(ethylcarbamoylamino)-1,3-benzothiazol-5-yl]pyrimidin-2-yl]-4-methyl-piperidine-4-carboxylate), C(#C)C1=CN=CN1C (5-ethynyl-1-methyl-1H-imidazole). Reagents/catalysts: [Cu]I (copper(I) iodide), Cl[Pd]([P](C1=CC=CC=C1)(C2=CC=CC=C2)C3=CC=CC=C3)([P](C4=CC=CC=C4)(C5=CC=CC=C5)C6=CC=CC=C6)Cl (Pd(PPh3)2Cl2). Run in C(C)N(CC)CC (triethylamine), CCOC(=O)C (EtOAc). Conditions: temperature 80 celsius. Product: C(C)NC(=O)NC=1SC2=C(N1)C=C(C=C2C#CC=2N(C=NC2)C)C=2C=NC(=NC2)N2CCC(CC2)(C(=O)OCC)C (Ethyl 1-[5-[2-(ethylcarbamoylamino)-7-[2-(3-methylimidazol-4-yl)ethynyl]-1,3-benzothiazol-5-yl]pyrimidin-2-yl]-4-methyl-piperidine-4-carboxylate). As a reaction SMILES: Br[C:2]1[C:10]2[S:9][C:8]([NH:11][C:12](=[O:16])[NH:13][CH2:14][CH3:15])=[N:7][C:6]=2[CH:5]=[C:4]([C:17]2[CH:18]=[N:19][C:20]([N:23]3[CH2:28][CH2:27][C:26]([CH3:34])([C:29]([O:31][CH2:32][CH3:33])=[O:30])[CH2:25][CH2:24]3)=[N:21][CH:22]=2)[CH:3]=1.[C:35]([C:37]1[N:41]([CH3:42])[CH:40]=[N:39][CH:38]=1)#[CH:36]>C(N(CC)CC)C.CCOC(C)=O.[Cu]I.Cl[Pd](Cl)([P](C1C=CC=CC=1)(C1C=CC=CC=1)C1C=CC=CC=1)[P](C1C=CC=CC=1)(C1C=CC=CC=1)C1C=CC=CC=1>[CH2:14]([NH:13][C:12]([NH:11][C:8]1[S:9][C:10]2[C:2]([C:36]#[C:35][C:37]3[N:41]([CH3:42])[CH:40]=[N:39][CH:38]=3)=[CH:3][C:4]([C:17]3[CH:22]=[N:21][C:20]([N:23]4[CH2:24][CH2:25][C:26]([CH3:34])([C:29]([O:31][CH2:32][CH3:33])=[O:30])[CH2:27][CH2:28]4)=[N:19][CH:18]=3)=[CH:5][C:6]=2[N:7]=1)=[O:16])[CH3:15] |^1:60,79|. Reported procedure: Ethyl 1-[5-[7-bromo-2-(ethylcarbamoylamino)-1,3-benzothiazol-5-yl]pyrimidin-2-yl]-4-methyl-piperidine-4-carboxylate (150 mg, 0.27 mmol), copper(I) iodide (5 mg, 0.027 mmol) and 5-ethynyl-1-methyl-1H-imidazole (56 μl, 0.54 mmol) were dissolved in triethylamine (2 mL) and DMF (1 mL) and the mixture deoxygenated by bubbling N2 through the solution for 20 min. Pd(PPh3)2Cl2, (19 mg, 0.027 mmol) was added and the reaction heated to 80° C. for 4 h under a N2 atmosphere, at the end of which time LCMS in... Reactants: C1(=CC=CC=C1)S(=O)(=O)N1C2=C(C3=C1C=NC(=C3O)C#N)C=C(C=N2)Br (9-benzenesulfonyl-3-bromo-5-hydroxy-9H-dipyrido[2,3-b;4′,3′-d]pyrrole-6-carbonitrile), N1(CCCCC1)CC1=CC=C(C=C1)B(O)O (4-piperidin-1-ylmethylphenyl boronic acid). Reagents/catalysts: C1=CC=C(C=C1)P([C-]2C=CC=C2)C3=CC=CC=C3.C1=CC=C(C=C1)P([C-]2C=CC=C2)C3=CC=CC=C3.Cl[Pd]Cl.[Fe+2] ([1,1′-bis(diphenylphosphino) ferrocene]dichloropalladium(II)). Run in C(C)(=O)OCC (ethyl acetate), O (water), C(C)(=O)[O-].[K+] (potassium acetate), C(C)#N (acetonitrile). Conditions: temperature 140 celsius. Product: C1(=CC=CC=C1)S(=O)(=O)N1C2=C(C3=C1C=NC(=C3O)C#N)C=C(C=N2)C2=CC=C(C=C2)CN2CCCCC2 (9-Benzenesulfonyl-5-hydroxy-3(4-piperidin-1-ylmethyl phenyl)-9H-dipyrido[2,3-b;4′,3′-d]pyrrole-6-carbonitrile). The yield is 32.7%. RXN SMILES: [C:1]1([S:7]([N:10]2[C:14]3[CH:15]=[N:16][C:17]([C:20]#[N:21])=[C:18]([OH:19])[C:13]=3[C:12]3[CH:22]=[C:23](Br)[CH:24]=[N:25][C:11]2=3)(=[O:9])=[O:8])[CH:6]=[CH:5][CH:4]=[CH:3][CH:2]=1.[N:27]1([CH2:33][C:34]2[CH:39]=[CH:38][C:37](B(O)O)=[CH:36][CH:35]=2)[CH2:32][CH2:31][CH2:30][CH2:29][CH2:28]1>C([O-])(=O)C.[K+].C(#N)C.C(OCC)(=O)C.O.C1C=CC(P(C2C=CC=CC=2)[C-]2C=CC=C2)=CC=1.C1C=CC(P(C2C=CC=CC=2)[C-]2C=CC=C2)=CC=1.Cl[Pd]Cl.[Fe+2]>[C:1]1([S:7]([N:10]2[C:14]3[CH:15]=[N:16][C:17]([C:20]#[N:21])=[C:18]([OH:19])[C:13]=3[C:12]3[CH:22]=[C:23]([C:37]4[CH:36]=[CH:35][C:34]([CH2:33][N:27]5[CH2:32][CH2:31][CH2:30][CH2:29][CH2:28]5)=[CH:39][CH:38]=4)[CH:24]=[N:25][C:11]2=3)(=[O:9])=[O:8])[CH:6]=[CH:5][CH:4]=[CH:3][CH:2]=1 |f:2.3,7.8.9.10|. Procedure: A mixture of 9-benzenesulfonyl-3-bromo-5-hydroxy-9H-dipyrido[2,3-b;4′,3′-d]pyrrole-6-carbonitrile (150 mg, 0.35 mmol), 4-piperidin-1-ylmethylphenyl boronic acid (126 mg, 0.6 mmol) and [1,1′-bis(diphenylphosphino) ferrocene]dichloropalladium(II) (27 mg, 0.04 mmol) in 2N aqueous potassium acetate (1.1 mL) and acetonitrile (1.4 mL) was heated under microwave irradiation at 140° C., for 30 minutes. The reaction mixture was diluted with ethyl acetate (10 mL) and water (10 mL) resulting in the formati... Starting materials: ClCCl, CC(C)(C)OC(=O)N1CCC(n2cc(-c3ccc(Oc4ccccc4)cc3)c3c(N)ncnc32)C1, O=C(O)C(F)(F)F. Yields the product Nc1ncnc2c1c(-c1ccc(Oc3ccccc3)cc1)cn2C1CCNC1. RXN SMILES: [Cl:43][CH2:44][Cl:45].[NH2:1][c:2]1[c:3]2[c:4]([n:5][cH:6][n:7]1)[n:8]([CH:24]1[CH2:25][N:26]([C:29]([O:30][C:31]([CH3:32])([CH3:33])[CH3:34])=[O:35])[CH2:27][CH2:28]1)[cH:9][c:10]2-[c:11]1[cH:12][cH:13][c:14]([O:17][c:18]2[cH:19][cH:20][cH:21][cH:22][cH:23]2)[cH:15][cH:16]1.[OH:36][C:37]([C:38]([F:39])([F:40])[F:41])=[O:42]>>[NH2:1][c:2]1[c:3]2[c:4]([n:5][cH:6][n:7]1)[n:8]([CH:24]1[CH2:25][NH:26][CH2:27][CH2:28]1)[cH:9][c:10]2-[c:11]1[cH:12][cH:13][c:14]([O:17][c:18]2[cH:19][cH:20][cH:21][cH:22][cH:23]2)[cH:15][cH:16]1. Reactants: Cl.C1(CC1)N(S(=O)(=O)C1=CC(=CC=C1)C(F)(F)F)C1CNCCC1 (N-Cyclopropyl-N-piperidin-3-yl-3-trifluoromethylbenzenesulfonamide hydrochloride), C(=O)([O-])[O-].[K+].[K+] (K2CO3), C1(CC1)N(C1CN(CCC1)CC(=O)NCC(C)C)S(=O)(=O)C1=CC(=CC=C1)C(F)(F)F (2-{3-[Cyclopropyl-(3-trifluoromethylbenzenesulfonyl)-amino]-piperidin-1-yl}-N-isobutyl-acetamide). Run in CN(C)C=O (DMF). Reaction conditions: temperature 40 celsius, time 16 hour. The product is C1(CC1)N(C1CN(CCC1)CC(=O)NC1=CC=C(C=C1)F)S(=O)(=O)C1=CC(=CC=C1)C(F)(F)F (2-{3-[Cyclopropyl-(3-trifluoromethylbenzenesulfonyl)amino]-piperidin-1-yl}-N-(4-fluorophenyl)-acetamide). Reaction SMILES: [CH:1]1([N:4]([S:19]([C:22]2[CH:27]=[CH:26][CH:25]=[C:24]([C:28]([F:31])([F:30])[F:29])[CH:23]=2)(=[O:21])=[O:20])[CH:5]2[CH2:10][CH2:9][CH2:8][N:7]([CH2:11][C:12]([NH:14][CH2:15][CH:16](C)[CH3:17])=[O:13])[CH2:6]2)[CH2:3][CH2:2]1.Cl.C1(N(C2CCCNC2)S(C2C=CC=[C:42]([C:46](F)(F)[F:47])[CH:41]=2)(=O)=O)CC1.C([O-])([O-])=O.[K+].[K+]>CN(C=O)C>[CH:1]1([N:4]([S:19]([C:22]2[CH:27]=[CH:26][CH:25]=[C:24]([C:28]([F:31])([F:29])[F:30])[CH:23]=2)(=[O:20])=[O:21])[CH:5]2[CH2:10][CH2:9][CH2:8][N:7]([CH2:11][C:12]([NH:14][C:15]3[CH:41]=[CH:42][C:46]([F:47])=[CH:17][CH:16]=3)=[O:13])[CH2:6]2)[CH2:2][CH2:3]1 |f:1.2,3.4.5|. Procedure details: General procedure for preparing compounds 42 and 43: A mixture of compound 6 (100 mg, 0.26 mmol), compound La or Lb (0.3 mmol) and K2CO3 (200 mg) in DMF (1 mL) was shaken at 40° C. for 16 hours. After cooling to room temperature, the reaction mixture was quenched with water, extracted with CHCl3, concentrated and purified by column (silica gel, EtOAc/hexanes 1/1) to give the desired product as a free base. The free base was converted to its HCl-salt by treating with HCl (1 N aqueous) and drying ... Starting materials: CS(=O)(=O)C1=CC=C(C=C1)N1N=CC=2C1=NC=NC2NC2CCNCC2 ([1-(4-methanesulfonyl-phenyl)-1H-pyrazolo[3,4-d]pyrimidin-4-yl]-piperidin-4-yl-amine), BrC1=NC=CC(=C1)C(F)(F)F (2-bromo-4-trifluoromethylpyridine), C([O-])([O-])=O.[K+].[K+] (potassium carbonate), CN(C)C=O (DMF). Conditions: temperature 165 celsius. Product: CS(=O)(=O)C1=CC=C(C=C1)N1N=CC=2C1=NC=NC2NC2CCN(CC2)C2=NC=C(C=C2)C(F)(F)F ([1-(4-Methanesulfonyl-phenyl)-1H-pyrazolo[3,4-d]pyrimidin-4-yl]-(5′-trifluoromethyl-3,4,5,6-tetrahydro-2H-[1,2′]bipyridinyl-4-yl)amine). Isolated yield 32.0%. As a reaction SMILES: [CH3:1][S:2]([C:5]1[CH:10]=[CH:9][C:8]([N:11]2[C:15]3=[N:16][CH:17]=[N:18][C:19]([NH:20][CH:21]4[CH2:26][CH2:25][NH:24][CH2:23][CH2:22]4)=[C:14]3[CH:13]=[N:12]2)=[CH:7][CH:6]=1)(=[O:4])=[O:3].BrC1C=[C:32]([C:34]([F:37])([F:36])[F:35])[CH:31]=[CH:30]N=1.C(=O)([O-])[O-].[K+].[K+].[CH3:44][N:45]([CH:47]=O)C>>[CH3:1][S:2]([C:5]1[CH:10]=[CH:9][C:8]([N:11]2[C:15]3=[N:16][CH:17]=[N:18][C:19]([NH:20][CH:21]4[CH2:26][CH2:25][N:24]([C:44]5[CH:30]=[CH:31][C:32]([C:34]([F:37])([F:36])[F:35])=[CH:47][N:45]=5)[CH2:23][CH2:22]4)=[C:14]3[CH:13]=[N:12]2)=[CH:7][CH:6]=1)(=[O:3])=[O:4] |f:2.3.4|. Procedure: A mixture of [1-(4-methanesulfonyl-phenyl)-1H-pyrazolo[3,4-d]pyrimidin-4-yl]-piperidin-4-yl-amine (100 mg, 0.24 mmol), 2-bromo-4-trifluoromethylpyridine (166 mg, 0.73 mmol), and potassium carbonate (102 mg, 0.73 mmol) in DMF (1.0 mL) was heated under microwave irradiation for 20 minutes at 165° C. The crude mixture was purified by HPLC to provide compound A128 as a white solid (41 mg, 32%). Exact mass calculated for C23H22F3N7O2S 517.15, found 518.2 (MH+).